This data is from the Open Reaction Database (ORD), a public repository of structured organic reaction records. The task is: describe an organic reaction: reactants, conditions, products, and yield The reactants are CC(=O)C(=O)OCC(C)C, Nc1cc(Cl)cc(Cl)c1. Product: CC(C)COC(=O)C(C)Nc1cc(Cl)cc(Cl)c1. Reaction SMILES: [C:10]([C:11](=[O:12])[CH3:13])(=[O:14])[O:15][CH2:16][CH:17]([CH3:18])[CH3:19].[NH2:1][c:2]1[cH:3][c:4]([Cl:5])[cH:6][c:7]([Cl:8])[cH:9]1>>[NH:1]([c:2]1[cH:3][c:4]([Cl:5])[cH:6][c:7]([Cl:8])[cH:9]1)[CH:11]([C:10](=[O:14])[O:15][CH2:16][CH:17]([CH3:18])[CH3:19])[CH3:13]. Starting materials: CCOC(=O)C(Cc1ccc(OCCc2ccc(OCc3ccccc3)cc2)cc1)OCC, CCOC(C)=O. The product is CCOC(=O)C(Cc1ccc(OCCc2ccc(O)cc2)cc1)OCC. Reaction SMILES: [CH2:1]([CH3:2])[O:3][C:4]([CH:5]([CH2:6][c:7]1[cH:8][cH:9][c:10]([O:13][CH2:14][CH2:15][c:16]2[cH:17][cH:18][c:19]([O:22][CH2:23][c:24]3[cH:25][cH:26][cH:27][cH:28][cH:29]3)[cH:20][cH:21]2)[cH:11][cH:12]1)[O:30][CH2:31][CH3:32])=[O:33].[CH3:34][CH2:35][O:36][C:37](=[O:38])[CH3:39]>>[CH2:1]([CH3:2])[O:3][C:4]([CH:5]([CH2:6][c:7]1[cH:8][cH:9][c:10]([O:13][CH2:14][CH2:15][c:16]2[cH:17][cH:18][c:19]([OH:22])[cH:20][cH:21]2)[cH:11][cH:12]1)[O:30][CH2:31][CH3:32])=[O:33]. Starting materials: O=C([O-])[O-], C=CCNC, CCO, Cl, [K+], [K+], Nc1nc(CCl)cs1. Yields the product C=CCN(C)Cc1csc(N)n1. RXN SMILES: [C:15](=[O:16])([O-:17])[O-:18].[CH2:1]([CH:2]=[CH2:3])[NH:4][CH3:5].[CH3:21][CH2:22][OH:23].[ClH:6].[K+:19].[K+:20].[NH2:7][c:8]1[s:9][cH:10][c:11]([CH2:13][Cl:14])[n:12]1>>[CH2:1]([CH:2]=[CH2:3])[N:4]([CH3:5])[CH2:13][c:11]1[cH:10][s:9][c:8]([NH2:7])[n:12]1. Starting materials: CCC1=C2C=C3C(=C4C(=O)[C@@H](C(=C5[C@H]([C@@H](C(=N5)C=C6C(=C(C(=CC(=C1C)N2)N6)C=C)C)C)CCC(=O)OC/C=C(\C)/CCC[C@H](C)CCC[C@H](C)CCCC(C)C)C4=N3)C(=O)OC)C (pheophytin-a), S(O)(O)(=O)=O (sulfuric acid), CC1=C(NC(=C1CCC(=O)O)CC2=C(C(=C(N2)/C=C\3/C(=C(C(=O)N3)C)C=C)C)CCC(=O)O)/C=C\4/C(=C(C(=O)N4)C=C)C (pheophytin), ClCCl (dichloromethane). Solvent: CO (methanol). Yields the product CCC1=C(C2=CC3=C(C(=C(N3)C=C4N=C(C5=C6NC(=CC1=N2)C(=C6C(=O)C5C(=O)OC)C)C(C4C)CCC(=O)OC)C)C=C)C (methyl pheophorbide-a). As a reaction SMILES: CC1C(CCC(O)=O)=C(CC2NC(/C=C3/C(C=C)=C(C)C(N/3)=O)=C(C)C=2CCC(O)=O)NC=1/C=C1/C(C)=C(C=C)C(N/1)=O.[CH3:44][CH2:45][C:46]1[C:68]([CH3:69])=[C:67]2[NH:70][C:47]=1[CH:48]=[C:49]1[N:102]=[C:101]3[C:51]([C:52]([C@H:54]([C:103]([O:105][CH3:106])=[O:104])[C:55]3=[C:56]3[N:60]=[C:59]([CH:61]=[C:62]4[NH:71][C:65](=[CH:66]2)[C:64]([CH:72]=[CH2:73])=[C:63]4[CH3:74])[C@@H:58]([CH3:75])[C@@H:57]3[CH2:76][CH2:77][C:78]([O:80][CH2:81]/C=C(/CCC[C@@H](CCC[C@@H](CCCC(C)C)C)C)\C)=[O:79])=[O:53])=[C:50]1[CH3:107].S(=O)(=O)(O)O.ClCCl>CO>[CH3:44][CH2:45][C:46]1[C:47]2=[N:70][C:67](=[CH:66][C:65]3[NH:71][C:62]([CH:61]=[C:59]4[CH:58]([CH3:75])[CH:57]([CH2:76][CH2:77][C:78]([O:80][CH3:81])=[O:79])[C:56]([C:55]5[CH:54]([C:103]([O:105][CH3:106])=[O:104])[C:52](=[O:53])[C:51]6[C:101]=5[NH:102][C:49]([C:50]=6[CH3:107])=[CH:48]2)=[N:60]4)=[C:63]([CH3:74])[C:64]=3[CH:72]=[CH2:73])[C:68]=1[CH3:69]. Procedure details: The green filtrate was evaporated and purified by flash chromatography on Grade v neutral Alumina, eluting first with n-hexane to remove a fast running yellow band and then with dichloromethane to obtain the major blue/gray peak containing pheophytin-a. Treatment of pheophytin-a with 500 ml sulfuric acid in methanol for 12 hours at room temperature in the dark under nitrogen, was followed by dilution with dichloromethane. The reaction mixture was rinsed with water and then 10% aqueous sodium bic... As a reaction SMILES: [BH4-:24].[CH3:26][OH:27].[CH:1](=[O:2])[c:3]1[c:4]([CH2:14][O:15][c:16]2[n:17][cH:18][c:19]([C:20]#[N:21])[cH:22][cH:23]2)[c:5](-[c:8]2[n:9][cH:10][cH:11][cH:12][cH:13]2)[n:6][o:7]1.[Na+:25]>>[CH2:1]([OH:2])[c:3]1[c:4]([CH2:14][O:15][c:16]2[n:17][cH:18][c:19]([C:20]#[N:21])[cH:22][cH:23]2)[c:5](-[c:8]2[n:9][cH:10][cH:11][cH:12][cH:13]2)[n:6][o:7]1. Yields the product N#Cc1ccc(OCc2c(-c3ccccn3)noc2CO)nc1. Starting materials: [BH4-], CO, N#Cc1ccc(OCc2c(-c3ccccn3)noc2C=O)nc1, [Na+]. Reactants: COC([C@@H](NC(C(CSC(C)=O)CC1=CC=CC=C1)=O)CC(C)C)=O (N-[S-Acetyl-2'-benzyl-3'-mercaptopropionyl]leucine methyl ester), L-leucine methyl ester hydrochlorides, C(C)(=O)SCC(C(=O)O)CC1=CC=CC=C1 (S-acetyl-2-benzyl-3-mercaptopropionic acid). Yields the product C(C1=CC=CC=C1)C(C(=O)N[C@@H](CC(C)C)C(=O)O)CS (N-[2'-Benzyl-3'-mercaptopropionyl]leucine). The yield is 81.0%. As a reaction SMILES: C[O:2][C:3](=[O:25])[C@H:4]([CH2:21][CH:22]([CH3:24])[CH3:23])[NH:5][C:6](=[O:20])[CH:7]([CH2:13][C:14]1[CH:19]=[CH:18][CH:17]=[CH:16][CH:15]=1)[CH2:8][S:9]C(=O)C.C(SCC(CC1C=CC=CC=1)C(O)=O)(=O)C>>[CH2:13]([CH:7]([CH2:8][SH:9])[C:6]([NH:5][C@H:4]([C:3]([OH:25])=[O:2])[CH2:21][CH:22]([CH3:24])[CH3:23])=[O:20])[C:14]1[CH:15]=[CH:16][CH:17]=[CH:18][CH:19]=1. Reported procedure: N-[S-Acetyl-2'-benzyl-3'-mercaptopropionyl]leucine methyl ester Prepared by Method B of Example 19 but on a 1:1 mixture of D and L-leucine methyl ester hydrochlorides (113 mg, 0.5 mmol, L isomer from Aldrich) and using S-acetyl-2-benzyl-3-mercaptopropionic acid (0.5 mmol). This gave the title compound as a clear oil in 81% yield, an approximately equimolar mixture of diastereoisomers. These were partially separated.